Dataset: the Open Reaction Database (ORD), a public repository of structured organic reaction records. Task: describe an organic reaction: reactants, conditions, products, and yield Conditions: time 10 minute. Run in O1CCCC1 (tetrahydrofuran), C(C)(=O)O (acetic acid), O1CCCC1 (tetrahydrofuran). Procedure: To a solution of 235 μL of hexamethyldisilazane in 30 mL of dry tetrahydrofuran under argon at 0° was added 735 μL of butyllithium (1.37M in hexane) over a 2 min period. After addition was complete, the solution was cooled to -78°. A solution of 425 mg of 3-phenylthio-7-oxobicyclo[3.2.0]hept-2-en-2-carboxylic acid, diphenylmethyl ester, in 3 mL of dry tetrahydrofuran was added over a 3 min period. After addition was complete, the solution was stirred for 10 min at -78° and then 120 μL of freshly... RXN SMILES: C[Si](C)(C)N[Si](C)(C)C.C([Li])CCC.[C:15]1([S:21][C:22]2[CH2:28][CH:27]3[CH:24]([C:25](=[O:29])[CH2:26]3)[C:23]=2[C:30]([O:32][CH:33]([C:40]2[CH:45]=[CH:44][CH:43]=[CH:42][CH:41]=2)[C:34]2[CH:39]=[CH:38][CH:37]=[CH:36][CH:35]=2)=[O:31])[CH:20]=[CH:19][CH:18]=[CH:17][CH:16]=1.[CH:46](=[O:53])[C:47]1[CH:52]=[CH:51][CH:50]=[CH:49][CH:48]=1>O1CCCC1.C(O)(=O)C>[C:15]1([S:21][C:22]2[CH2:28][CH:27]3[CH:24]([C:25](=[O:29])[CH:26]3[CH:46]([OH:53])[C:47]3[CH:52]=[CH:51][CH:50]=[CH:49][CH:48]=3)[C:23]=2[C:30]([O:32][CH:33]([C:40]2[CH:41]=[CH:42][CH:43]=[CH:44][CH:45]=2)[C:34]2[CH:35]=[CH:36][CH:37]=[CH:38][CH:39]=2)=[O:31])[CH:16]=[CH:17][CH:18]=[CH:19][CH:20]=1. The reactants are C[Si](N[Si](C)(C)C)(C)C (hexamethyldisilazane), C(CCC)[Li] (butyllithium), C(C1=CC=CC=C1)=O (benzaldehyde), C1(=CC=CC=C1)SC1=C(C2C(CC2C1)=O)C(=O)OC(C1=CC=CC=C1)C1=CC=CC=C1 (3-phenylthio-7-oxobicyclo[3.2.0]hept-2-en-2-carboxylic acid, diphenylmethyl ester). Product: C1(=CC=CC=C1)SC1=C(C2C(C(C2C1)C(C1=CC=CC=C1)O)=O)C(=O)OC(C1=CC=CC=C1)C1=CC=CC=C1 (3-phenylthio-6-(α-hydroxybenzyl)-7-oxobicyclo[3.2.0]hept-2-en-2-carboxylic acid, diphenylmethyl ester).